This data is from the Open Reaction Database (ORD), a public repository of structured organic reaction records. The task is: describe an organic reaction: reactants, conditions, products, and yield Starting materials: C1N2CN3CN1CN(C2)C3 (hexamethylenetetramine), [OH-].[NH4+] (ammonium hydroxide), ClCC(=O)NC1=C(C(=O)C2=CC=CC=C2)C=C(C=C1)Cl (2-chloroacetamido-5-chlorobenzophenone), N (ammonia), N (ammonia). Run in C(C)O (ethanol). Reaction conditions: time 5 hour. Yields the product ClC=1C=CC2=C(C(=NCC(N2)=O)C2=CC=CC=C2)C1 (7-chloro-1,3-dihydro-5-phenyl-2H-1,4-benzodiazepin-2-one). Isolated yield 167.0%. Reaction SMILES: C1N2CN3CN(C2)C[N:2]1C3.[OH-].[NH4+].Cl[CH2:14][C:15]([NH:17][C:18]1[CH:31]=[CH:30][C:29]([Cl:32])=[CH:28][C:19]=1[C:20]([C:22]1[CH:27]=[CH:26][CH:25]=[CH:24][CH:23]=1)=O)=[O:16].N>C(O)C>[Cl:32][C:29]1[CH:30]=[CH:31][C:18]2[NH:17][C:15](=[O:16])[CH2:14][N:2]=[C:20]([C:22]3[CH:27]=[CH:26][CH:25]=[CH:24][CH:23]=3)[C:19]=2[CH:28]=1 |f:1.2|. Procedure details: A mixture of ethanol (1100 ml), hexamethylenetetramine (70.0 g., 0.5 mol), 26% ammonium hydroxide (58 ml) and 2-chloroacetamido-5-chlorobenzophenone (308.2 g., 1.0 mol) was stirred and slowly heated to reflux with ammonia bubbling into the mixture. Reflux was continued for 5 hours, the flow of ammonia was interrupted, and the reaction mixture distilled to dryness in vacuo. The residue was heated to reflux for 30 minutes in a mixture of toluene (500 mls) and water (500 mls) and then allowed to co... Starting materials: C[O-].[Na+] (sodium methox-ide), [N+](=O)([O-])C=1C=C([N+](=CC1)[O-])C (4-nitro-2-picoline-1-oxide), [Na] (sodium). Solvent: CO (methanol), CO (methanol). Product: COC=1C=C([N+](=CC1)[O-])C (4-methoxy-2-picoline-1-oxide). RXN SMILES: [N+]([C:4]1[CH:5]=[C:6]([CH3:11])[N+:7]([O-:10])=[CH:8][CH:9]=1)([O-])=O.[CH3:12][O-:13].[Na+].[Na]>CO>[CH3:12][O:13][C:4]1[CH:5]=[C:6]([CH3:11])[N+:7]([O-:10])=[CH:8][CH:9]=1 |f:1.2,^1:14|. Procedure: To a suspension of 4-nitro-2-picoline-1-oxide (0.952 g) in dry methanol (20 ml) was added dropwise a solution of sodium methox-ide prepared from sodium (0.60 g) and methanol (10 ml) under stirring at cooling in an ice-bath. The mixture was stirred for 3 hours under the same condition. The resultant mixture was concentrated in vacuo. The residue was treated with chloroform and water. The organic layer was washed with water and a brine, and dried over sodium sulfate. Removal of the solvent gave 4-... The reactants are C[Si](CCC(=O)O)(C)C (4,4-dimethyl-4-silapentanoic acid), C(C(=O)Cl)(=O)Cl (oxalyl chloride). Reagents/catalysts: CN(C=O)C (N,N-dimethylformamide). Run in C(C)OCC (diethyl ether), C(C)OCC (diethyl ether). Run at time 16 hour. The product is C[Si](CCC(=O)Cl)(C)C (4,4-dimethyl-4-silapentanoic acid chloride). The yield is 68.9%. RXN SMILES: [CH3:1][Si:2]([CH3:9])([CH3:8])[CH2:3][CH2:4][C:5](O)=[O:6].C(Cl)(=O)C([Cl:13])=O>CN(C)C=O.C(OCC)C>[CH3:1][Si:2]([CH3:9])([CH3:8])[CH2:3][CH2:4][C:5]([Cl:13])=[O:6]. Reported procedure: In a flask were place 13.4 g (0.0918 mole) of 4,4-dimethyl-4-silapentanoic acid, 100 mL of diethyl ether, and two drops of N,N-dimethylformamide. To this solution, which was cooled in an ice/water bath, was added 13.98 g (0.110 mole) of oxalyl chloride in diethyl ether in a dropwise manner. Upon completion of addition, the temperature was allowed to rise to ambient conditions, and the mixture was stirred for approximately 16 hours. At the conclusion of this period the solvent was evaporated from...